From a dataset of the Open Reaction Database (ORD), a public repository of structured organic reaction records. describe an organic reaction: reactants, conditions, products, and yield Starting materials: NCCCN1CCN(CC1)CC1=CC=C(C=C1)Cl (1-(3-aminopropyl)-4-(4-chlorobenzyl)-piperazine), C(CCC)N=C=O (n-butyl isocyanate). The solvent is C(Cl)Cl (methylene chloride). Product: O.Cl.Cl.ClC1=CC=C(CN2CCN(CC2)CCCNC(=O)NCCCC)C=C1.ClC1=CC=C(CN2CCN(CC2)CCCNC(=O)NCCCC)C=C1.Cl.Cl (1-{3-[4-(4-Chlorobenzyl)piperazin-1-yl]propyl}-3-n-butylurea dihydrochloride hemihydrate). Isolated yield 213.9%. RXN SMILES: [NH2:1][CH2:2][CH2:3][CH2:4][N:5]1[CH2:10][CH2:9][N:8]([CH2:11][C:12]2[CH:17]=[CH:16][C:15]([Cl:18])=[CH:14][CH:13]=2)[CH2:7][CH2:6]1.[CH2:19]([N:23]=[C:24]=[O:25])[CH2:20][CH2:21][CH3:22]>C(Cl)Cl>[OH2:25].[ClH:18].[ClH:18].[Cl:18][C:15]1[CH:14]=[CH:13][C:12]([CH2:11][N:8]2[CH2:9][CH2:10][N:5]([CH2:4][CH2:3][CH2:2][NH:1][C:24]([NH:23][CH2:19][CH2:20][CH2:21][CH3:22])=[O:25])[CH2:6][CH2:7]2)=[CH:17][CH:16]=1.[Cl:18][C:15]1[CH:14]=[CH:13][C:12]([CH2:11][N:8]2[CH2:9][CH2:10][N:5]([CH2:4][CH2:3][CH2:2][NH:1][C:24]([NH:23][CH2:19][CH2:20][CH2:21][CH3:22])=[O:25])[CH2:6][CH2:7]2)=[CH:17][CH:16]=1.[ClH:18].[ClH:18] |f:3.4.5.6.7.8.9|. Procedure details: A solution of 1-(3-aminopropyl)-4-(4-chlorobenzyl)-piperazine (2.67 g; 10 mmole) in methylene chloride (50 ml) was refluxed for two hours with n-butyl isocyanate (1.09 g; 11 mmole). The reaction mixture was concentrated in vacuo, and the residue was treated with ethereal hydrogen chloride. Recrystallization of the precipitate from methylene chloride/methanol provided the title compound as colorless crystals (3.2 g; 71% yield), m.p. 222°-223° C. The reactants are Cc1nn(C)c(C)c1-c1cccc2c1CCC(N(Cc1ccccc1)C(=O)C(C)(C)C)C2, ClCCl, O=C(O)C(F)(F)F, O. The product is Cc1nn(C)c(C)c1-c1cccc2c1CCC(NCc1ccccc1)C2. As a reaction SMILES: [CH2:1]([c:2]1[cH:3][cH:4][cH:5][cH:6][cH:7]1)[N:8]([CH:9]1[CH2:10][c:11]2[cH:12][cH:13][cH:14][c:15](-[c:19]3[c:20]([CH3:26])[n:21][n:22]([CH3:25])[c:23]3[CH3:24])[c:16]2[CH2:17][CH2:18]1)[C:27]([C:28]([CH3:29])([CH3:30])[CH3:31])=[O:32].[Cl:41][CH2:42][Cl:43].[F:33][C:34]([F:35])([F:36])[C:37]([OH:38])=[O:39].[OH2:40]>>[CH2:1]([c:2]1[cH:3][cH:4][cH:5][cH:6][cH:7]1)[NH:8][CH:9]1[CH2:10][c:11]2[cH:12][cH:13][cH:14][c:15](-[c:19]3[c:20]([CH3:26])[n:21][n:22]([CH3:25])[c:23]3[CH3:24])[c:16]2[CH2:17][CH2:18]1. Reactants: C(C1=CC=CC=C1)N1CC(N(CC1(C)C)C(=O)C1=C2C(=NC(=C1)C1=C(C=C(C=C1)OC)OC)N(N=C2C)C2OCCCC2)(C)C ((4-benzyl-2,2,5,5-tetramethyl-piperazin-1-yl)-[6-(4-methoxy-methoxy-phenyl)-3-methyl-1-(tetrahydro-pyran-2-yl)-1H-pyrazolo[3,4-b]pyridin-4-yl]-methanone), B.CSC (borane dimethylsulfide), C1CCOC1 (THF). Product: C(C1=CC=CC=C1)N1CC(N(CC1(C)C)CC1=C2C(=NC(=C1)C1=CC=C(C=C1)OCOC)N(N=C2C)C2OCCCC2)(C)C (4-(4-Benzyl-2,2,5,5-tetramethyl-piperazin-1-ylmethyl)-6-(4-methoxymethoxy-phenyl)-3-methyl-1-(tetrahydro-pyran-2-yl)-1H-pyrazolo[3,4-b]pyridine). Yield: 96.0%. Reaction SMILES: [CH2:1]([N:8]1[C:13]([CH3:15])([CH3:14])[CH2:12][N:11]([C:16]([C:18]2[CH:23]=[C:22]([C:24]3[CH:29]=[CH:28][C:27]([O:30][CH3:31])=[CH:26][C:25]=3OC)[N:21]=[C:20]3[N:34]([CH:38]4[CH2:43][CH2:42][CH2:41][CH2:40][O:39]4)[N:35]=[C:36]([CH3:37])[C:19]=23)=O)[C:10]([CH3:45])([CH3:44])[CH2:9]1)[C:2]1[CH:7]=[CH:6][CH:5]=[CH:4][CH:3]=1.B.CSC.C1C[O:53][CH2:52]C1>>[CH2:1]([N:8]1[C:13]([CH3:15])([CH3:14])[CH2:12][N:11]([CH2:16][C:18]2[CH:23]=[C:22]([C:24]3[CH:29]=[CH:28][C:27]([O:30][CH2:31][O:53][CH3:52])=[CH:26][CH:25]=3)[N:21]=[C:20]3[N:34]([CH:38]4[CH2:43][CH2:42][CH2:41][CH2:40][O:39]4)[N:35]=[C:36]([CH3:37])[C:19]=23)[C:10]([CH3:45])([CH3:44])[CH2:9]1)[C:2]1[CH:7]=[CH:6][CH:5]=[CH:4][CH:3]=1 |f:1.2|. Procedure: To a solution of 1.54 g of (4-benzyl-2,2,5,5-tetramethyl-piperazin-1-yl)-[6-(4-methoxy-methoxy-phenyl)-3-methyl-1-(tetrahydro-pyran-2-yl)-1H-pyrazolo[3,4-b]pyridin-4-yl]-methanone in 9 ml of dry THF 20 ml of borane-dimethylsulfide complex (1 M in DCM) was added slowly at r.t., and the reaction was heated to reflux for 12 h. The reaction was quenched by the addition of 13 ml of methanol, and the solvents were evaporated. The residue was purified by flash chromatography (silica, heptanes/ethyl ace... Starting materials: P(O)(=O)(OP(=O)(O)OP(=O)(O)O)OC[C@@H]1[C@H]([C@H]([C@@H](O1)N1C(=O)NC(=O)C=C1)O)O (Uridine 5′-triphosphate), C(CCC)[NH+](CCCC)CCCC (tributylammonium), P(=O)(O)(O)OC[C@@H]1[C@H]([C@H]([C@@H](O1)N1C(=O)NC(=O)C=C1)O)O (Uridine 5′-monophosphate). Solvent: CN(C)C=O (DMF), C(CCC)N(CCCC)CCCC (tributylamine), C(CCC)N(CCCC)CCCC (tributylamine), CN(C)C=O (DMF). Reaction conditions: temperature 50 celsius, time 3 day. Product: [NH4+].[NH4+].[NH4+].[NH4+].[O-]P([O-])(=O)OP(=O)([O-])OP(=O)([O-])OP(=O)(O)O.[C@@H]1([C@H](O)[C@H](O)[C@@H](CO)O1)N1C(=O)NC(=O)C=C1.[C@@H]1([C@H](O)[C@H](O)[C@@H](CO)O1)N1C(=O)NC(=O)C=C1 (diuridine tetraphosphate tetraammonium salt). Yield: 30.0%. Reaction SMILES: [P:1]([O:5][CH2:6][C@H:7]1[O:11][C@@H:10]([N:12]2[CH:19]=[CH:18][C:16](=[O:17])[NH:15][C:13]2=[O:14])[C@H:9]([OH:20])[C@@H:8]1[OH:21])([OH:4])([OH:3])=[O:2].[P:22]([O:34][CH2:35][C@H:36]1[O:40][C@@H:39]([N:41]2[CH:48]=[CH:47][C:45](=[O:46])[NH:44][C:42]2=[O:43])[C@H:38]([OH:49])[C@@H:37]1[OH:50])([O:25][P:26]([O:29][P:30](O)([OH:32])=[O:31])([OH:28])=[O:27])(=[O:24])[OH:23].C([NH+:55](CCCC)CCCC)CCC>CN(C=O)C.C(N(CCCC)CCCC)CCC>[NH4+:12].[NH4+:41].[NH4+:55].[NH4+:12].[O-:4][P:1]([O:5][P:30]([O:29][P:26]([O:25][P:22]([OH:24])([OH:34])=[O:23])([O-:28])=[O:27])([O-:32])=[O:31])(=[O:2])[O-:3].[C@@H:10]1([N:12]2[CH:19]=[CH:18][C:16](=[O:17])[NH:15][C:13]2=[O:14])[O:11][C@H:7]([CH2:6][OH:5])[C@@H:8]([OH:21])[C@H:9]1[OH:20].[C@@H:39]1([N:41]2[CH:48]=[CH:47][C:45](=[O:46])[NH:44][C:42]2=[O:43])[O:40][C@H:36]([CH2:35][OH:34])[C@@H:37]([OH:50])[C@H:38]1[OH:49] |f:5.6.7.8.9.10.11|. Procedure: Uridine 5′-monophosphate (Sigma, Milwaukee, 3.0 g, 9.26 mmol) was dissolved in dry DMF (10 mL) and tributylamine (Aldrich, 2 mL). The solution was evaporated in vacuo at 40° C. to an oil. The residue was dissolved in dry DMF (Aldrich, 8 mL) to form a solution. Carbonyldilmidazole (Aldrich, 1.65 g, 10.18 mmol) was added to this solution. The reaction was heated at 50° C. for one hour. Uridine 5′-triphosphate (Yamasa, 5.60 g, 10.18 mmol) prepared as the anhydrous tributylammonium salt in DMF (5 mL...